From a dataset of the Open Reaction Database (ORD), a public repository of structured organic reaction records. describe an organic reaction: reactants, conditions, products, and yield The reactants are C1=CC=C(C=C1)P(C2=CC=CC=C2)C3=C(C4=CC=CC=C4C=C3)C5=C(C=CC6=CC=CC=C65)P(C7=CC=CC=C7)C8=CC=CC=C8 ((S)-BINAP), CC1C(C(CC1)=CN(C1=CC=CC=C1)C)=O (2-methyl-5-(N-methyl-anilinomethylene)cyclopentanone), BrC1=CC=C(C=C1)C(F)(F)F (4-bromobenzotrifluoride), CC(C)([O-])C.[Na+] (sodium t-butoxide). The reagents and catalysts are C=1C=CC(=CC1)/C=C/C(=O)/C=C/C2=CC=CC=C2.C=1C=CC(=CC1)/C=C/C(=O)/C=C/C2=CC=CC=C2.C=1C=CC(=CC1)/C=C/C(=O)/C=C/C2=CC=CC=C2.[Pd].[Pd] (tris(dibenzylideneacetone)dipalladium). Run in C1(=CC=CC=C1)C (Toluene). Yields the product FC(C1=CC=C(C=C1)C1(C(C(CC1)=CN(C1=CC=CC=C1)C)=O)C)(F)F (2-(4-Trifluoromethylphenyl)-2-methyl-5-(N-methyl-anilinomethylene)-cyclopentanone). Isolated yield 92.9%. As a reaction SMILES: C1C=CC(P(C2C=CC3C(=CC=CC=3)C=2C2C3C(=CC=CC=3)C=CC=2P(C2C=CC=CC=2)C2C=CC=CC=2)C2C=CC=CC=2)=CC=1.[CH3:47][CH:48]1[CH2:52][CH2:51][C:50](=[CH:53][N:54]([CH3:61])[C:55]2[CH:60]=[CH:59][CH:58]=[CH:57][CH:56]=2)[C:49]1=[O:62].Br[C:64]1[CH:69]=[CH:68][C:67]([C:70]([F:73])([F:72])[F:71])=[CH:66][CH:65]=1.CC(C)([O-])C.[Na+]>C1C=CC(/C=C/C(/C=C/C2C=CC=CC=2)=O)=CC=1.C1C=CC(/C=C/C(/C=C/C2C=CC=CC=2)=O)=CC=1.C1C=CC(/C=C/C(/C=C/C2C=CC=CC=2)=O)=CC=1.[Pd].[Pd].C1(C)C=CC=CC=1>[F:71][C:70]([F:73])([F:72])[C:67]1[CH:68]=[CH:69][C:64]([C:48]2([CH3:47])[CH2:52][CH2:51][C:50](=[CH:53][N:54]([CH3:61])[C:55]3[CH:60]=[CH:59][CH:58]=[CH:57][CH:56]=3)[C:49]2=[O:62])=[CH:65][CH:66]=1 |f:3.4,5.6.7.8.9|. Reported procedure: An oven dried Schlenk tube equipped with a rubber septum was cooled under an argon purge. The septum was removed and the tube was charged with tris(dibenzylideneacetone)dipalladium (0) (23 mg, 0.025 mmol, 10 mol % Pd), (S)-BINAP (46 mg, 0.075 mmol, 15 mol %) and 2-methyl-5-(N-methyl-anilinomethylene)cyclopentanone (108 mg, 0.5 mmol). Toluene (2 mL) was added and the mixture was stirred forI min at room temperature. 4-bromobenzotrifluoride (225 mg, 1.0 mmol) and sodium t-butoxide (96 mg, 1.0 mmol... Reactants: COc1ccc(C=O)cc1, COc1ccc2c3c(c(=O)oc2c1)CNCC3. The product is COc1ccc(CN2CCc3c(c(=O)oc4cc(OC)ccc34)C2)cc1. Reaction SMILES: [CH3:18][O:19][c:20]1[cH:21][cH:22][c:23]([CH:24]=[O:25])[cH:26][cH:27]1.[CH3:1][O:2][c:3]1[cH:4][cH:5][c:6]2[c:7]([cH:8]1)[o:9][c:10](=[O:17])[c:11]1[c:16]2[CH2:15][CH2:14][NH:13][CH2:12]1>>[CH3:1][O:2][c:3]1[cH:4][cH:5][c:6]2[c:7]([cH:8]1)[o:9][c:10](=[O:17])[c:11]1[c:16]2[CH2:15][CH2:14][N:13]([CH2:24][c:23]2[cH:22][cH:21][c:20]([O:19][CH3:18])[cH:27][cH:26]2)[CH2:12]1.